From a dataset of the Open Reaction Database (ORD), a public repository of structured organic reaction records. describe an organic reaction: reactants, conditions, products, and yield Starting materials: CC(NS(=O)C(C)(C)C)c1ccnc(S(C)(=O)=O)c1, CO, Cl, C1COCCO1. Product: CC(N)c1ccnc(S(C)(=O)=O)c1, Cl. RXN SMILES: [CH3:1][S:2](=[O:3])(=[O:4])[c:5]1[n:6][cH:7][cH:8][c:9]([CH:11]([CH3:12])[NH:13][S:14]([C:15]([CH3:16])([CH3:17])[CH3:18])=[O:19])[cH:10]1.[CH3:27][OH:28].[ClH:20].[O:21]1[CH2:22][CH2:23][O:24][CH2:25][CH2:26]1>>[CH3:1][S:2](=[O:3])(=[O:4])[c:5]1[n:6][cH:7][cH:8][c:9]([CH:11]([CH3:12])[NH2:13])[cH:10]1.[ClH:20].